This data is from the Open Reaction Database (ORD), a public repository of structured organic reaction records. The task is: describe an organic reaction: reactants, conditions, products, and yield Starting materials: CCC1(CC)OC(=O)Nc2ccc(B(O)O)cc21, C1CCOC1, CI, [H-], [Na+]. Product: CCC1(CC)OC(=O)N(C)c2ccc(B(O)O)cc21. RXN SMILES: [CH2:1]([CH3:2])[C:3]1([CH2:17][CH3:18])[O:4][C:5](=[O:16])[NH:6][c:7]2[c:8]1[cH:9][c:10]([B:13]([OH:14])[OH:15])[cH:11][cH:12]2.[CH2:23]1[O:24][CH2:25][CH2:26][CH2:27]1.[CH3:21][I:22].[H-:19].[Na+:20]>>[CH2:1]([CH3:2])[C:3]1([CH2:17][CH3:18])[O:4][C:5](=[O:16])[N:6]([CH3:21])[c:7]2[c:8]1[cH:9][c:10]([B:13]([OH:14])[OH:15])[cH:11][cH:12]2. The reactants are S(=O)(=O)(Cl)Cl (Sulphuryl chloride), ClC1=C(C=C(C=C1)C(F)(F)F)NC(=O)CC(=O)OC1=CC=C(OCCCCCCCCCCC(=O)OCC)C=C1 (Ethyl 11-{4-[2-(2-chloro-5-trifluoromethylphenylcarbamoyl)acetoxy]phenoxy}undecanoate). Solvent: ClCCl (dichloromethane), ClCCl (dichloromethane). Reaction conditions: time 20 hour. Product: ClC(C(=O)OC1=CC=C(OCCCCCCCCCCC(=O)OCC)C=C1)C(NC1=C(C=CC(=C1)C(F)(F)F)Cl)=O (Ethyl 11-{4-[2-chloro-2-(2-chloro-5-trifluoromethylphenylcarbamoyl)acetoxy]phenoxy}undecanoate). The yield is 59.5%. Reaction SMILES: S(Cl)([Cl:4])(=O)=O.[Cl:6][C:7]1[CH:12]=[CH:11][C:10]([C:13]([F:16])([F:15])[F:14])=[CH:9][C:8]=1[NH:17][C:18]([CH2:20][C:21]([O:23][C:24]1[CH:45]=[CH:44][C:27]([O:28][CH2:29][CH2:30][CH2:31][CH2:32][CH2:33][CH2:34][CH2:35][CH2:36][CH2:37][CH2:38][C:39]([O:41][CH2:42][CH3:43])=[O:40])=[CH:26][CH:25]=1)=[O:22])=[O:19]>ClCCl>[Cl:4][CH:20]([C:18](=[O:19])[NH:17][C:8]1[CH:9]=[C:10]([C:13]([F:15])([F:16])[F:14])[CH:11]=[CH:12][C:7]=1[Cl:6])[C:21]([O:23][C:24]1[CH:45]=[CH:44][C:27]([O:28][CH2:29][CH2:30][CH2:31][CH2:32][CH2:33][CH2:34][CH2:35][CH2:36][CH2:37][CH2:38][C:39]([O:41][CH2:42][CH3:43])=[O:40])=[CH:26][CH:25]=1)=[O:22]. Reported procedure: Sulphuryl chloride (9.5 g, 70.2 m mol) in dichloromethane (15 ml) was slowly added to a solution of the 4-equivalent coupler from (d) (40 g, 70.2 m mol) in dichloromethane (250 ml). After stirring at room temperature for 20 h, the volatiles were evaporated under reduced pressure. The crude product was purified by silica gel column chromatography (elutant 10% ethyl acetate in petrol (b.p. 60°-80° C.)) followed by recrystallization from methanol to give a white solid (25.2 g, 60%). RXN SMILES: [H-].[Na+].[OH:3][C:4]1[CH:9]=[CH:8][CH:7]=[CH:6][C:5]=1[C:10](=[O:12])[CH3:11].C(O[C:16](=O)[CH2:17][N:18]([CH2:20][C:21]1[CH:26]=[CH:25][CH:24]=[CH:23][CH:22]=1)[CH3:19])C>O1CCOCC1>[CH2:20]([N:18]([CH2:17][C:16]1[O:3][C:4]2[C:5]([C:10](=[O:12])[CH:11]=1)=[CH:6][CH:7]=[CH:8][CH:9]=2)[CH3:19])[C:21]1[CH:26]=[CH:25][CH:24]=[CH:23][CH:22]=1 |f:0.1|. Product: C(C1=CC=CC=C1)N(C)CC=1OC2=CC=CC=C2C(C1)=O (2-(N-benzyl-N-methylaminomethyl)chromone). Run at temperature 80 celsius, time 19 hour. Reactants: OC1=C(C=CC=C1)C(C)=O (o-hydroxyacetophenone), C(C)OC(CN(C)CC1=CC=CC=C1)=O (N-benzyl-N-methylglycine ethyl ester), [H-].[Na+] (sodium hydride). Reported procedure: To a suspension of sodium hydride (16.4 g) in absolute dioxane (700 ml) stirred at 80° C., was slowly added a mixture of o-hydroxyacetophenone (31.0 g) and N-benzyl-N-methylglycine ethyl ester (40 g) in dioxane (100 ml), and the resulting solution was boiled for 19 hours before being evaporated in vacuo. The residue was dissolved in ethanol and the mixture was saturated with dry HCl and stirred at room temperature for 18 hours. After evaporation the residue was taken up in chloroform and washed ... Solvent: O1CCOCC1 (dioxane), O1CCOCC1 (dioxane). The yield is 74.2%. The reactants are C(C)(C)OC=1C=C(C=2CCCCC2C1)C(=O)O (3-(isopropoxy)-5,6,7,8-tetrahydro-1-naphthalenecarboxylic acid), C(C(=O)Cl)(=O)Cl (oxalyl chloride). The reagents and catalysts are CN(C)C=O (DMF). The solvent is C(Cl)Cl (DCM). Conditions: time 3 hour. The product is C(C)(C)OC=1C=C(C=2CCCCC2C1)C(=O)Cl (3-(Isopropoxy)-5,6,7,8-tetrahydro-1-naphthalenecarbonyl chloride). Reaction SMILES: [CH:1]([O:4][C:5]1[CH:6]=[C:7]([C:15]([OH:17])=O)[C:8]2[CH2:9][CH2:10][CH2:11][CH2:12][C:13]=2[CH:14]=1)([CH3:3])[CH3:2].C(Cl)(=O)C([Cl:21])=O>C(Cl)Cl.CN(C=O)C>[CH:1]([O:4][C:5]1[CH:6]=[C:7]([C:15]([Cl:21])=[O:17])[C:8]2[CH2:9][CH2:10][CH2:11][CH2:12][C:13]=2[CH:14]=1)([CH3:3])[CH3:2]. Reported procedure: To a solution of 3-(isopropoxy)-5,6,7,8-tetrahydro-1-naphthalenecarboxylic acid (0.318 g, 1.36 mmol) in DCM (5 mL) was added oxalyl chloride (0.15 mL, 1.70 mmol) and 2 drops of DMF. The mixture was stirred at room temperature for 3 h. The solvent was removed in vacuo and the 3-(isopropoxy)-5,6,7,8-tetrahydro-1-naphthalenecarbonyl chloride was used without purification. Starting materials: C(C)(C)(C1=CC=CC=C1)N (cumylamine), F[B-](F)(F)F.N1(N=NC2=C1C=CC=C2)OC(=[N+](C)C)N(C)C (2-(1H-benzotriazol-1-yl)-1,1,3,3-tetramethyluronium tetrafluoroborate), Cl.C(C)OC(=O)N1N=C(C2=C1SC(=C2)C(=O)O)NC(C2=CC=C(C=C2)N2CCOCC2)=O (1-(ethoxycarbonyl)-3-[(4-morpholin-4-ylbenzoyl)amino]-1H-thieno[2,3-c]pyrazole-5-carboxylic acid hydrochloride), CCN(C(C)C)C(C)C (N,N′-diisopropylethylamine). Solvent: CN(C=O)C (dimethylformamide), O (water). Conditions: time 20 hour. Yields the product CC(C)(C1=CC=CC=C1)NC(=O)C1=CC2=C(N(N=C2NC(C2=CC=C(C=C2)N2CCOCC2)=O)C(=O)OCC)S1 (ethyl 5-{[(1-methyl-1-phenylethyl)amino]carbonyl}-3-[(4-morpholin-4-ylbenzoyl)amino]-1H-thieno[2,3-c]pyrazole-1-carboxylate). Isolated yield 93.2%. Reaction SMILES: [C:1]([NH2:10])([C:4]1[CH:9]=[CH:8][CH:7]=[CH:6][CH:5]=1)([CH3:3])[CH3:2].F[B-](F)(F)F.N1(OC(N(C)C)=[N+](C)C)C2C=CC=CC=2N=N1.Cl.[CH2:34]([O:36][C:37]([N:39]1[C:43]2[S:44][C:45]([C:47](O)=[O:48])=[CH:46][C:42]=2[C:41]([NH:50][C:51](=[O:64])[C:52]2[CH:57]=[CH:56][C:55]([N:58]3[CH2:63][CH2:62][O:61][CH2:60][CH2:59]3)=[CH:54][CH:53]=2)=[N:40]1)=[O:38])[CH3:35].CCN(C(C)C)C(C)C>CN(C)C=O.O>[CH3:2][C:1]([NH:10][C:47]([C:45]1[S:44][C:43]2[N:39]([C:37]([O:36][CH2:34][CH3:35])=[O:38])[N:40]=[C:41]([NH:50][C:51](=[O:64])[C:52]3[CH:57]=[CH:56][C:55]([N:58]4[CH2:63][CH2:62][O:61][CH2:60][CH2:59]4)=[CH:54][CH:53]=3)[C:42]=2[CH:46]=1)=[O:48])([C:4]1[CH:9]=[CH:8][CH:7]=[CH:6][CH:5]=1)[CH3:3] |f:1.2,3.4|. Reported procedure: A mixture of cumylamine (1.43 g, 10.6 mmol), 2-(1H-benzotriazol-1-yl)-1,1,3,3-tetramethyluronium tetrafluoroborate (TBTU, 3.40 g, 10.6 mmol), 1-(ethoxycarbonyl)-3-[(4-morpholin-4-ylbenzoyl)amino]-1H-thieno[2,3-c]pyrazole-5-carboxylic acid hydrochloride (3.40 mg, 7.07 mmol) and N,N′-diisopropylethylamine (12.1 mL, 7.07 mmol) in 80 mL of dimethylformamide was stirred at room temperature for 20 hours. Afterward the reaction mixture was diluted with water and extracted with dichloromethane. Volatile... Reactants: C(C)OC(=O)C1=NN2C(C(NCC2)=O)=C1C (3-methyl-4-oxo-4,5,6,7-tetrahydro-pyrazolo[1,5-a]pyrazine-2-carboxylic acid ethyl ester), ClC=1C(=NN2C1C(NCC2)=O)CO (3-chloro-2-hydroxymethyl-6,7-dihydro-5H-pyrazolo[1,5-a]pyrazin-4-one), ClC=1C(=NN2C1C(NCC2)=O)COC2=CC=CC=C2 (3-chloro-2-phenoxymethyl-6,7-dihydro-5H-pyrazolo[1,5-a]pyrazin-4-one). Product: CC=1C(=NN2C1C(NCC2)=O)COC2=CC=CC=C2 (3-Methyl-2-phenoxymethyl-6,7-dihydro-5H-pyrazolo[1,5-a]pyrazin-4-one). Reaction SMILES: [CH2:1]([O:3][C:4]([C:6]1[C:15]([CH3:16])=[C:9]2[C:10](=[O:14])[NH:11][CH2:12][CH2:13][N:8]2[N:7]=1)=O)[CH3:2].Cl[C:18]1[C:19](CO)=NN2CCN[C:23](=O)[C:22]=12.ClC1C(COC2C=CC=CC=2)=NN2CCNC(=O)C=12>>[CH3:16][C:15]1[C:6]([CH2:4][O:3][C:1]2[CH:23]=[CH:22][CH:18]=[CH:19][CH:2]=2)=[N:7][N:8]2[CH2:13][CH2:12][NH:11][C:10](=[O:14])[C:9]=12. Reported procedure: The compound was prepared from 3-methyl-4-oxo-4,5,6,7-tetrahydro-pyrazolo[1,5-a]pyrazine-2-carboxylic acid ethyl ester using the methods described in the preceding examples 77 (3-chloro-2-hydroxymethyl-6,7-dihydro-5H-pyrazolo[1,5-a]pyrazin-4-one) and 78 (3-chloro-2-phenoxymethyl-6,7-dihydro-5H-pyrazolo[1,5-a]pyrazin-4-one). Starting materials: BrC=1C=C(SC1)CC1CC1 (4-Bromo-2-(cyclopropylmethyl)thiophene), C(Cl)Cl (DCM), O=S1(CCC(CC1)C1=CNC2=C(C=C(C=C12)B1OC(C(O1)(C)C)(C)C)C(=O)N)=O (3-(1,1-dioxidotetrahydro-2H-thiopyran-4-yl)-5-(4,4,5,5-tetramethyl-1,3,2-dioxaborolan-2-yl)-1H-indole-7-carboxamide), C(=O)([O-])[O-].[K+].[K+] (K2CO3). The solvent is O1CCOCC1 (1,4-dioxane), O (water). Run at temperature 100 celsius. The product is C1(CC1)CC1=CC(=CS1)C=1C=C2C(=CNC2=CC1)C1CCS(CC1)(=O)=O (5-[5-(Cyclopropylmethyl)-3-thienyl]-3-(1,1-dioxidotetrahydro-2H-thiopyran-4-yl)-1H-indole). Isolated yield 24.6%. As a reaction SMILES: Br[C:2]1[CH:3]=[C:4]([CH2:7][CH:8]2[CH2:10][CH2:9]2)[S:5][CH:6]=1.[O:11]=[S:12]1(=[O:39])[CH2:17][CH2:16][CH:15]([C:18]2[C:26]3[C:21](=[C:22](C(N)=O)[CH:23]=[C:24](B4OC(C)(C)C(C)(C)O4)[CH:25]=3)[NH:20][CH:19]=2)[CH2:14][CH2:13]1.C([O-])([O-])=O.[K+].[K+].C(Cl)Cl>O1CCOCC1.O>[CH:8]1([CH2:7][C:4]2[S:5][CH:6]=[C:2]([C:24]3[CH:25]=[C:26]4[C:21](=[CH:22][CH:23]=3)[NH:20][CH:19]=[C:18]4[CH:15]3[CH2:16][CH2:17][S:12](=[O:11])(=[O:39])[CH2:13][CH2:14]3)[CH:3]=2)[CH2:10][CH2:9]1 |f:2.3.4|. Procedure details: 4-Bromo-2-(cyclopropylmethyl)thiophene (50 mg, 0.23 mmol), 3-(1,1-dioxidotetrahydro-2H-thiopyran-4-yl)-5-(4,4,5,5-tetramethyl-1,3,2-dioxaborolan-2-yl)-1H-indole-7-carboxamide (80 mg, 0.19 mmol) and K2CO3 (105 mg, 0.76 mmol) was taken up in 1,4-dioxane (3 mL) and water (1.5 mL) in a microwave vial. The mixture was degassed by bubbling argon through it for 5 min. PdCl2(dppf).DCM adduct (25 mg, 0.031 mmol) was added, and the reaction was heated in a microwave for 5 min at 100° C. The reaction mixtu... Reactants: OC1=NC(=NC(=C1NC(C1=CC(=C(C(=C1)C)OC)C)=O)O)[S-].[Na+] (sodium 4,6-dihydroxy-5-(4-methoxy-3,5-dimethyl-benzoylamino)-pyrimidine-2-thiolate), IC (iodomethane), Cl (hydrochloric acid), [OH-].[Na+] (sodium hydroxide). The solvent is O (water), CN1C(CCC1)=O (N-methylpyrrolidin-2-one), CN1C(CCC1)=O (N-methylpyrrolidin-2-one). Reaction conditions: temperature 0 celsius, time 30 minute. The product is OC1=NC(=NC(=C1NC(C1=CC(=C(C(=C1)C)OC)C)=O)O)SC (N-(4,6-Dihydroxy-2-methylsulfanyl-pyrimidin-5-yl)-4-methoxy-3,5-dimethyl-benzamide). As a reaction SMILES: [OH:1][C:2]1[C:7]([NH:8][C:9](=[O:20])[C:10]2[CH:15]=[C:14]([CH3:16])[C:13]([O:17][CH3:18])=[C:12]([CH3:19])[CH:11]=2)=[C:6]([OH:21])[N:5]=[C:4]([S-:22])[N:3]=1.[Na+].[OH-].[Na+].I[CH3:27].Cl>O.CN1CCCC1=O>[OH:21][C:6]1[C:7]([NH:8][C:9](=[O:20])[C:10]2[CH:11]=[C:12]([CH3:19])[C:13]([O:17][CH3:18])=[C:14]([CH3:16])[CH:15]=2)=[C:2]([OH:1])[N:3]=[C:4]([S:22][CH3:27])[N:5]=1 |f:0.1,2.3|. Procedure details: 19.1 g of sodium 4,6-dihydroxy-5-(4-methoxy-3,5-dimethyl-benzoylamino)-pyrimidine-2-thiolate in 190 ml of water and 80 ml of N-methylpyrrolidin-2-one were cooled to 0° C. With cooling, 5.9 g of sodium hydroxide were added, and the mixture was then stirred at 0° C. for 30 min. Then a solution of 3.7 ml of iodomethane in 4.3 ml of N-methylpyrrolidin-2-one was added. After completion of the reaction (2 h), the mixture was acidified with concentrated hydrochloric acid. The resulting precipitate was ... Reactants: [B-](F)(F)(F)F.[B-](F)(F)(F)F.C1C[N+]2(CC[N+]1(CC2)CCl)F (N-fluoro-N′-(chloromethyl)triethylenediamine bis(tetrafluoroborate)), C(C)#N (acetonitrile), ClC=1C=C2C=C(N(C2=CC1)S(=O)(=O)C1=CC=C(C)C=C1)[Sn](C)(C)C (5-chloro-1-tosyl-2-(trimethylstannyl)-1H-indole). Run in C(Cl)(Cl)Cl (Chloroform). Run at time 16 hour. Product: ClC=1C=C2C=C(N(C2=CC1)S(=O)(=O)C1=CC=C(C)C=C1)F (5-chloro-2-fluoro-1-tosyl-1H-indole). Yield: 36.7%. Reaction SMILES: [B-](F)(F)(F)F.[B-](F)(F)(F)F.C1[N+]2(CCl)CC[N+]([F:21])(CC2)C1.C(#N)C.[Cl:25][C:26]1[CH:27]=[C:28]2[C:32](=[CH:33][CH:34]=1)[N:31]([S:35]([C:38]1[CH:44]=[CH:43][C:41]([CH3:42])=[CH:40][CH:39]=1)(=[O:37])=[O:36])[C:30]([Sn](C)(C)C)=[CH:29]2>C(Cl)(Cl)Cl>[Cl:25][C:26]1[CH:27]=[C:28]2[C:32](=[CH:33][CH:34]=1)[N:31]([S:35]([C:38]1[CH:44]=[CH:43][C:41]([CH3:42])=[CH:40][CH:39]=1)(=[O:37])=[O:36])[C:30]([F:21])=[CH:29]2 |f:0.1.2|. Reported procedure: N-fluoro-N′-(chloromethyl)triethylenediamine bis(tetrafluoroborate) (2.33 g) was added to an acetonitrile solution (88 ml) containing 5-chloro-1-tosyl-2-(trimethylstannyl)-1H-indole (2.05 g) obtained in the 2nd step in a nitrogen atmosphere, followed by stirring at room temperature for 16 hours. Chloroform was added to the reaction solution, an insoluble precipitate was removed, and the solvent was distilled away under reduced pressure. The obtained residue was purified by silica gel chromatogra... The reactants are CC(C1=CC=CC=C1)=NC1=CC=C(C=C1)CCCCCCCCC (N-(α-methyl benzylidene)-p-nonyl aniline). Reaction SMILES: [CH3:1][C:2](=[N:9][C:10]1[CH:15]=[CH:14][C:13]([CH2:16][CH2:17][CH2:18][CH2:19][CH2:20][CH2:21][CH2:22][CH2:23][CH3:24])=[CH:12][CH:11]=1)[C:3]1[CH:8]=[CH:7][CH:6]=[CH:5][CH:4]=1>[Pd].C(O)C>[CH3:1][CH:2]([NH:9][C:10]1[CH:11]=[CH:12][C:13]([CH2:16][CH2:17][CH2:18][CH2:19][CH2:20][CH2:21][CH2:22][CH2:23][CH3:24])=[CH:14][CH:15]=1)[C:3]1[CH:4]=[CH:5][CH:6]=[CH:7][CH:8]=1. Procedure details: N-(α-methyl benzylidene)-p-nonyl aniline (III) (16.5 g) prepared by the procedure described in Example IIA was hydrogenated suing 5% Pd/C as the catalyst and 95% ethanol as the solvent. N-(α-methyl benzyl)-p-nonyl aniline (IV) was obtained by fractional distillation. IV had a boiling point of 180°-184° C. at 0.025 millimeter. Reagents/catalysts: [Pd] (Pd/C). Run in C(C)O (ethanol). Yields the product CC(C1=CC=CC=C1)NC1=CC=C(C=C1)CCCCCCCCC (N-(α-methyl benzyl)-p-nonyl aniline).